This data is from the Open Reaction Database (ORD), a public repository of structured organic reaction records. The task is: describe an organic reaction: reactants, conditions, products, and yield The product is CN1S(C2=C(C(=C1C(=O)NC=1SC=C(N1)C)O)SC1=C2C=CC(=C1)C)(=O)=O (2,7-Dimethyl-4-hydroxy-N-(4-methyl-2-thiazolyl)-2H-[1] benzothieno [2,3-e]-1,2-thiazine-3-carboxamide-1,1-dioxide). Starting materials: CN1S(C2=C(C(=C1C(=O)OCC)O)SC1=C2C=CC(=C1)C)(=O)=O (ethyl 2,7-dimethyl-4-hydroxy-2H-[1] benzothieno [2,3-e]-1,2-thiazine-3-carboxylate-1,1-dioxide), NC=1SC=C(N1)C (2-amino-4-methyl-thiazole). The yield is 40.0%. Procedure details: Prepared analogous to Example 1 from ethyl 2,7-dimethyl-4-hydroxy-2H-[1] benzothieno [2,3-e]-1,2-thiazine-3-carboxylate-1,1-dioxide and 2-amino-4-methyl-thiazole with a yield of 40% of theory. RXN SMILES: [CH3:1][N:2]1[C:7]([C:8](OCC)=[O:9])=[C:6]([OH:13])[C:5]2[S:14][C:15]3[CH:20]=[C:19]([CH3:21])[CH:18]=[CH:17][C:16]=3[C:4]=2[S:3]1(=[O:23])=[O:22].[NH2:24][C:25]1[S:26][CH:27]=[C:28]([CH3:30])[N:29]=1>>[CH3:1][N:2]1[C:7]([C:8]([NH:24][C:25]2[S:26][CH:27]=[C:28]([CH3:30])[N:29]=2)=[O:9])=[C:6]([OH:13])[C:5]2[S:14][C:15]3[CH:20]=[C:19]([CH3:21])[CH:18]=[CH:17][C:16]=3[C:4]=2[S:3]1(=[O:22])=[O:23]. Reactants: C(C1=CC=CC=C1)OC(=O)N1CC(C1)C1(CC1)NC(=O)OC(C)(C)C (1-benzyloxycarbonyl-3-(1-tert-butoxycarbonylaminocyclopropyl)azetidine). Reagents/catalysts: [C].[Pd] (palladium-carbon). Run in C(C)O (ethanol). Conditions: time 8 hour. Product: C(C)(C)(C)OC(=O)NC1(CC1)C1CNC1 (3-(1-tert-Butoxycarbonylaminocyclopropyl)azetidine). RXN SMILES: C(OC([N:11]1[CH2:14][CH:13]([C:15]2([NH:18][C:19]([O:21][C:22]([CH3:25])([CH3:24])[CH3:23])=[O:20])[CH2:17][CH2:16]2)[CH2:12]1)=O)C1C=CC=CC=1>C(O)C.[C].[Pd]>[C:22]([O:21][C:19]([NH:18][C:15]1([CH:13]2[CH2:12][NH:11][CH2:14]2)[CH2:16][CH2:17]1)=[O:20])([CH3:25])([CH3:23])[CH3:24] |f:2.3|. Reported procedure: To 1.84 g (5.31 mmol) of 1-benzyloxycarbonyl-3-(1-tert-butoxycarbonylaminocyclopropyl)azetidine dissolved in 100 ml of ethanol was added 1.5 g of 10% palladium-carbon, followed by overnight catalytic hydrogenation at room temperature under normal pressure. After removal of the catalyst by filtration, the solvent was evaporated to yield quantitative amount of the title compound. The reactants are CCO, O=[N+]([O-])c1ccc(N2CCN(Cc3ccccc3)CC2)cc1, O, O, Cl[Sn](Cl)(Cl)Cl. The product is Nc1ccc(N2CCN(Cc3ccccc3)CC2)cc1. RXN SMILES: [CH3:30][CH2:31][OH:32].[N+:8]([O-:9])(=[O:10])[c:11]1[cH:12][cH:13][c:14]([N:17]2[CH2:18][CH2:19][N:20]([CH2:23][c:24]3[cH:25][cH:26][cH:27][cH:28][cH:29]3)[CH2:21][CH2:22]2)[cH:15][cH:16]1.[OH2:1].[OH2:2].[Sn:3]([Cl:4])([Cl:5])([Cl:6])[Cl:7]>>[NH2:8][c:11]1[cH:12][cH:13][c:14]([N:17]2[CH2:18][CH2:19][N:20]([CH2:23][c:24]3[cH:25][cH:26][cH:27][cH:28][cH:29]3)[CH2:21][CH2:22]2)[cH:15][cH:16]1. Reactants: CCc1c(O)cc(O)c(C(=O)c2ccc(OC)cc2)c1CC(=O)O, CCN=C=NCCCN(C)C, CNCCOC, ClCCl, Cl, O, O, On1nnc2ccccc21. Yields the product CCc1c(O)cc(O)c(C(=O)c2ccc(OC)cc2)c1CC(=O)N(C)CCOC. RXN SMILES: [CH2:1]([CH3:2])[c:3]1[c:4]([CH2:21][C:22](=[O:23])[OH:24])[c:5]([C:11]([c:12]2[cH:13][cH:14][c:15]([O:18][CH3:19])[cH:16][cH:17]2)=[O:20])[c:6]([OH:10])[cH:7][c:8]1[OH:9].[CH3:37][N:38]([CH3:39])[CH2:40][CH2:41][CH2:42][N:43]=[C:44]=[N:45][CH2:46][CH3:47].[CH3:48][O:49][CH2:50][CH2:51][NH:52][CH3:53].[Cl:54][CH2:55][Cl:56].[ClH:36].[OH2:25].[OH2:57].[OH:26][n:27]1[c:28]2[cH:29][cH:30][cH:31][cH:32][c:33]2[n:34][n:35]1>>[CH2:1]([CH3:2])[c:3]1[c:4]([CH2:21][C:22](=[O:24])[N:52]([CH2:51][CH2:50][O:49][CH3:48])[CH3:53])[c:5]([C:11]([c:12]2[cH:13][cH:14][c:15]([O:18][CH3:19])[cH:16][cH:17]2)=[O:20])[c:6]([OH:10])[cH:7][c:8]1[OH:9]. Reactants: Cc1ccc(Oc2cccc3c2C2CCCN(C(=O)OC(C)(C)C)C2CC3)nn1, ClCCl, Cl. Yields the product Cl, Cc1ccc(Oc2cccc3c2C2CCCNC2CC3)nn1. As a reaction SMILES: [C:2]([O:3][C:4](=[O:5])[N:9]1[CH2:10][CH2:11][CH2:12][CH:13]2[c:14]3[c:15]([cH:19][cH:20][cH:21][c:22]3[O:23][c:24]3[n:25][n:26][c:27]([CH3:30])[cH:28][cH:29]3)[CH2:16][CH2:17][CH:18]12)([CH3:6])([CH3:7])[CH3:8].[Cl:31][CH2:32][Cl:33].[ClH:1]>>[ClH:1].[NH:9]1[CH2:10][CH2:11][CH2:12][CH:13]2[c:14]3[c:15]([cH:19][cH:20][cH:21][c:22]3[O:23][c:24]3[n:25][n:26][c:27]([CH3:30])[cH:28][cH:29]3)[CH2:16][CH2:17][CH:18]12. Starting materials: ClC=1N=CC2=C(N(CCC(N2C)=O)C2C(CCC2)(C)C)N1 ((rac)-2-chloro-5-methyl-9-(2,2-dimethyl-cyclopentyl)-5,7,8,9-tetrahydro-pyrimido[4,5-b][1,4]diazepin-6-one), NC1=C(C=C(C(=O)O)C=C1)OC (4-amino-3-methoxy-benzoic acid), C(C)O (ethanol). The reagents and catalysts are Cl (hydrochloric acid). The solvent is O (water). Yields the product COC=1C=C(C(=O)O)C=CC1NC=1N=CC2=C(N(CCC(N2C)=O)C2C(CCC2)(C)C)N1 ((rac)-3-methoxy-4-[5-methyl-9-(2,2-dimethyl-cyclopentyl)-6-oxo-6,7,8,9-tetrahydro-5H-pyrimido[4,5-b][1,4]diazepin-2-ylamino]-benzoic acid). Isolated yield 66.0%. Reaction SMILES: Cl[C:2]1[N:3]=[CH:4][C:5]2[N:11]([CH3:12])[C:10](=[O:13])[CH2:9][CH2:8][N:7]([CH:14]3[CH2:18][CH2:17][CH2:16][C:15]3([CH3:20])[CH3:19])[C:6]=2[N:21]=1.[NH2:22][C:23]1[CH:31]=[CH:30][C:26]([C:27]([OH:29])=[O:28])=[CH:25][C:24]=1[O:32][CH3:33].C(O)C>Cl.O>[CH3:33][O:32][C:24]1[CH:25]=[C:26]([CH:30]=[CH:31][C:23]=1[NH:22][C:2]1[N:3]=[CH:4][C:5]2[N:11]([CH3:12])[C:10](=[O:13])[CH2:9][CH2:8][N:7]([CH:14]3[CH2:18][CH2:17][CH2:16][C:15]3([CH3:20])[CH3:19])[C:6]=2[N:21]=1)[C:27]([OH:29])=[O:28]. Procedure details: A mixture of 0.09 g (0.0003 mole) of (rac)-2-chloro-5-methyl-9-(2,2-dimethyl-cyclopentyl)-5,7,8,9-tetrahydro-pyrimido[4,5-b][1,4]diazepin-6-one (VII-59), 0.06 g (0.00036 mole) of 4-amino-3-methoxy-benzoic acid, 0.5 mL of ethanol, 2 mL of water, and 2 drops of hydrochloric acid was heated at 100 degrees overnight. Upon cooling, a precipitate formed which was collected by filtration to give 0.087 g of (rac)-3-methoxy-4-[5-methyl-9-(2,2-dimethyl-cyclopentyl)-6-oxo-6,7,8,9-tetrahydro-5H-pyrimido[4,5...